This data is from the Open Reaction Database (ORD), a public repository of structured organic reaction records. The task is: describe an organic reaction: reactants, conditions, products, and yield The reactants are S(=O)(=O)(OCCOC)[O-].[Na+] (sodium methoxyethyl sulfate), C(CCCCCCC\C=C/CCCCCCCC)O (oleyl alcohol), S(O)(O)(=O)=O (sulfuric acid). Product: S(=O)(=O)(OCCCCCCCC\C=C/CCCCCCCC)[O-].[Na+] (sodium oleyl sulfate), COC(C)O (methoxyethanol). RXN SMILES: [S:1]([O-:9])([O:4][CH2:5][CH2:6][O:7][CH3:8])(=[O:3])=[O:2].[Na+:10].[CH2:11]([OH:29])[CH2:12][CH2:13][CH2:14][CH2:15][CH2:16][CH2:17][CH2:18]/[CH:19]=[CH:20]\[CH2:21][CH2:22][CH2:23][CH2:24][CH2:25][CH2:26]CC.S(=O)(=O)(O)O>>[S:1]([O-:9])([O:4][CH2:5][CH2:6][CH2:11][CH2:12][CH2:13][CH2:14][CH2:15][CH2:16]/[CH:17]=[CH:18]\[CH2:19][CH2:20][CH2:21][CH2:22][CH2:23][CH2:24][CH2:25][CH3:26])(=[O:3])=[O:2].[Na+:10].[CH3:8][O:7][CH:6]([OH:29])[CH3:5] |f:0.1,4.5|. Procedure details: In the most preferred embodiment of the present invention, equimolar quantities of sodium methoxyethyl sulfate and oleyl alcohol are reacted in the presence of catalytic quantities of sulfuric acid at ambient temperature to form sodium oleyl sulfate and methoxyethanol. This reaction proceeds as follows: ##STR2## Reactants: Cl (hydrochloric acid), Cl (hydrochloric acid), pure title base, product, C1=CC=CC=C1 (benzene), sodium bis-2-methoxyethoxyaluminum hydride, ClC1=CN=CC(=N1)N1CCN(CC1)C(=O)C1CC1 (6-chloro-2-(4-cyclopropanecarbonyl-1-piperazinyl)-pyrazine). The solvent is C(C)O.C(C)(C)O (ethanol isopropanol), CCOCC (ether). Yields the product Cl.ClC1=CN=CC(=N1)N1CCN(CC1)CC1CC1 (6-chloro-2-(4-cyclopropylmethyl-1-piperazinyl)-pyrazine hydrochloride). As a reaction SMILES: C1C=CC=CC=1.Cl.[Cl:8][C:9]1[N:14]=[C:13]([N:15]2[CH2:20][CH2:19][N:18]([C:21]([CH:23]3[CH2:25][CH2:24]3)=O)[CH2:17][CH2:16]2)[CH:12]=[N:11][CH:10]=1>CCOCC.C(O)C.C(O)(C)C>[ClH:8].[Cl:8][C:9]1[N:14]=[C:13]([N:15]2[CH2:20][CH2:19][N:18]([CH2:21][CH:23]3[CH2:24][CH2:25]3)[CH2:17][CH2:16]2)[CH:12]=[N:11][CH:10]=1 |f:4.5,6.7|. Procedure: To a stirred slurry of 3.0 g (11 mmol) of the product from the previous step in 30 ml dry ether is added 5.5 ml of a 70% benzene solution of sodium bis-2-methoxyethoxyaluminum hydride at -20° C. under N2. The temperature of the mixture is raised to +10° C. for 20 minutes and the mixture is recooled to -20° C. and treated dropwise with 33 ml 4 N aqueous hydrochloric acid. The aqueous acid layer is extracted with chloroform, adjusted to pH8 with sodium bicarbonate and the crude title base extracte... The solvent is C1CCOC1 (THF). Run at temperature 60 celsius, time 3 hour. Procedure details: To a solution of 3-chlorobenzylmagnesium chloride (0.1 mol) in anhydrous ether (100 mL) (prepared from 3-chlorobenzyl chloride (16.1 g, 0.1 mol) and magnesium turnings (2.4 g, 0.1 mol) in anhydrous ether (100 mL)) was added anhydrous acetonitrile (4.1 g, 0.1 mol) dropwise at room temperature. When the reaction mixture was stirred at 60° C. for 3 hours, it was cooled to 0° C. followed by addition of THF (50 mL). Lithium aluminum hydride (4.2 g, 0.1 mol) was then added cautiously into the above re... The reactants are ClC=1C=C(C[Mg]Cl)C=CC1 (3-chlorobenzylmagnesium chloride), CCOCC (ether), C(C)#N (acetonitrile), [H-].[Al+3].[Li+].[H-].[H-].[H-] (Lithium aluminum hydride), Ice water. The product is ClC=1C=C(C=CC1)CC(C)N (2-(3-Chloro-phenyl)-1-methyl-ethylamine). The yield is 11.2%. RXN SMILES: [Cl:1][C:2]1[CH:3]=[C:4]([CH:8]=[CH:9][CH:10]=1)[CH2:5][Mg]Cl.CCOCC.[C:16](#[N:18])[CH3:17].[H-].[Al+3].[Li+].[H-].[H-].[H-]>C1COCC1>[Cl:1][C:2]1[CH:3]=[C:4]([CH2:5][CH:16]([NH2:18])[CH3:17])[CH:8]=[CH:9][CH:10]=1 |f:3.4.5.6.7.8|. Starting materials: C(C)(=O)SCC(=O)N1[C@H](C(=S)O)C[C@@H](C1)C ((cis)-1-(2-acetylthio-1-oxoethyl)-4-methylthio-L-proline), N (ammonia). Product: SCC(=O)N1[C@H](C(=S)O)C[C@@H](C1)C (1-(2-mercapto-1-oxoethyl)-cis-4-methylthio-L-proline). RXN SMILES: C([S:4][CH2:5][C:6]([N:8]1[CH2:15][C@@H:14]([CH3:16])[CH2:13][C@H:9]1[C:10]([OH:12])=[S:11])=[O:7])(=O)C.N>>[SH:4][CH2:5][C:6]([N:8]1[CH2:15][C@@H:14]([CH3:16])[CH2:13][C@H:9]1[C:10]([OH:12])=[S:11])=[O:7]. Reported procedure: Hydrolysis of (cis)-1-(2-acetylthio-1-oxoethyl)-4-methylthio-L-proline with an aqueous ammonia solution according to the procedure of Example 2 yields 1-(2-mercapto-1-oxoethyl)-cis-4-methylthio-L-proline. Starting materials: MeOH NH4, CCCC[N+](CCCC)(CCCC)CCCC.[F-] (TBAF), [Si](C)(C)(C(C)(C)C)O[C@@H](CNCCCC#CC1=CC=C(C=C1)NC(=O)C=1C=C(C=CC1)S(=O)(=O)C=1C=C2C(=C(C=NC2=C(C1)C)C(=O)N)NC1=CC(=CC=C1)OC)C1=C2C=CC(NC2=C(C=C1)O)=O ((R)-6-[[3-[[4-[5-[[2-[(tert-Butyldimethylsilyl)oxy]-2-(8-hydroxy-2-oxo-1,2-dihydroquinolin-5-yl)ethyl]amino]pent-1-ynyl]phenyl]carbamoyl]phenyl]-sulfonyl]-4-[(3-methoxyphenyl)amino]-8-methylquinoline-3-carboxamide), C(C)(=O)O (acetic acid). Run in C1CCOC1 (THF). Conditions: time 8 hour. Product: O[C@@H](CNCCCC#CC1=CC=C(C=C1)NC(=O)C=1C=C(C=CC1)S(=O)(=O)C=1C=C2C(=C(C=NC2=C(C1)C)C(=O)N)NC1=CC(=CC=C1)OC)C1=C2C=CC(NC2=C(C=C1)O)=O ((R)-6-[[3-[[4-[5-[[2-Hydroxy-2-(8-hydroxy-2-oxo-1,2-dihydroquinolin-5-yl)ethyl]amino]pent-1-ynyl]phenyl]carbamoyl]phenyl]sulfonyl]-4-[(3-methoxyphenyl)amino]-8-methylquinoline-3-carboxamide). As a reaction SMILES: CCCC[N+](CCCC)(CCCC)CCCC.[F-].[Si]([O:26][C@H:27]([C:76]1[CH:85]=[CH:84][C:83]([OH:86])=[C:82]2[C:77]=1[CH:78]=[CH:79][C:80](=[O:87])[NH:81]2)[CH2:28][NH:29][CH2:30][CH2:31][CH2:32][C:33]#[C:34][C:35]1[CH:40]=[CH:39][C:38]([NH:41][C:42]([C:44]2[CH:45]=[C:46]([S:50]([C:53]3[CH:54]=[C:55]4[C:60](=[C:61]([CH3:63])[CH:62]=3)[N:59]=[CH:58][C:57]([C:64]([NH2:66])=[O:65])=[C:56]4[NH:67][C:68]3[CH:73]=[CH:72][CH:71]=[C:70]([O:74][CH3:75])[CH:69]=3)(=[O:52])=[O:51])[CH:47]=[CH:48][CH:49]=2)=[O:43])=[CH:37][CH:36]=1)(C(C)(C)C)(C)C.C(O)(=O)C>C1COCC1>[OH:26][C@H:27]([C:76]1[CH:85]=[CH:84][C:83]([OH:86])=[C:82]2[C:77]=1[CH:78]=[CH:79][C:80](=[O:87])[NH:81]2)[CH2:28][NH:29][CH2:30][CH2:31][CH2:32][C:33]#[C:34][C:35]1[CH:36]=[CH:37][C:38]([NH:41][C:42]([C:44]2[CH:45]=[C:46]([S:50]([C:53]3[CH:54]=[C:55]4[C:60](=[C:61]([CH3:63])[CH:62]=3)[N:59]=[CH:58][C:57]([C:64]([NH2:66])=[O:65])=[C:56]4[NH:67][C:68]3[CH:73]=[CH:72][CH:71]=[C:70]([O:74][CH3:75])[CH:69]=3)(=[O:51])=[O:52])[CH:47]=[CH:48][CH:49]=2)=[O:43])=[CH:39][CH:40]=1 |f:0.1|. Procedure: TBAF (1.0 M) (1.036 mL, 1.036 mmol) was added to a solution of Intermediate 153 (500 mg, 0.518 mmol), and acetic acid (0.5 mL) in THF (15 mL). The solution was stirred overnight at rt. After which time 7N MeOH/NH4 was added to neutralize the acidic mixture. All solvents were removed in vacuo and the resultant solid was suspended in MeOH (30 mL) and filtered. The solid was treated with a mixture of MeOH/water (1:1) (40 mL) and sonicated for 5 min. Starting materials: C[C@]12CC[C@H]3[C@H]([C@@H]1CC[C@@H]2O)CCC4=CC(=O)CC[C@]34C (testosterone), C[C@]12CC[C@@H]3C=4C=CC(=CC4CC[C@H]3[C@@H]1CC[C@@H]2O)O (estradiol). The product is C[C@]12CC[C@H]3[C@H]([C@@H]1CC[C@@H]2O)CCC4=CC(=O)CC[C@]34CO (19-Hydroxytestosterone). Reaction SMILES: [CH3:1][C@@:2]12[C@@H:10]([OH:11])[CH2:9][CH2:8][C@H:7]1[C@@H:6]1[CH2:12][CH2:13][C:14]3[C@@:20]([CH3:21])([C@H:5]1[CH2:4][CH2:3]2)[CH2:19][CH2:18][C:16](=[O:17])[CH:15]=3.C[C@@]12[C@@H]([OH:40])CC[C@H]1[C@H]1[C@@H](C3C=CC(O)=CC=3CC1)CC2>>[CH3:1][C@@:2]12[C@@H:10]([OH:11])[CH2:9][CH2:8][C@H:7]1[C@@H:6]1[CH2:12][CH2:13][C:14]3[C@@:20]([CH2:21][OH:40])([C@H:5]1[CH2:4][CH2:3]2)[CH2:19][CH2:18][C:16](=[O:17])[CH:15]=3. Procedure: This compound is the postulated reaction intermediate of the first hydroxylation step of testosterone-to-estradiol conversion by Aromatase. Reactants: NC1=C(C=CC(=C1)C(=O)OC)O (2-amino-4-methoxycarbonylphenol), [K+].C(C)OC(=S)[S-] (O-ethylxanthic acid potassium salt), Cl (HCl). Run in N1=CC=CC=C1 (pyridine). The product is COC(=O)C=1C=CC2=C(NC(O2)=S)C1 (5-methoxycarbonylbenzoxazol-2-thione). The yield is 94.6%. RXN SMILES: [NH2:1][C:2]1[CH:7]=[C:6]([C:8]([O:10][CH3:11])=[O:9])[CH:5]=[CH:4][C:3]=1[OH:12].[K+].C(O[C:17]([S-])=[S:18])C.Cl>N1C=CC=CC=1>[CH3:11][O:10][C:8]([C:6]1[CH:5]=[CH:4][C:3]2[O:12][C:17](=[S:18])[NH:1][C:2]=2[CH:7]=1)=[O:9] |f:1.2|. Procedure details: In a round bottom flask equipped with a mechanical stirrer, reflux condenser and drying tube were placed 2-amino-4-methoxycarbonylphenol (8,3 g, 0.05 mole), O-ethylxanthic acid potassium salt (8.8 g, 0.055 mole) and pyridine (125 mL). The mixture was stirred and heated at reflux for 2 hours and cooled to room temperature. The mixture was poured into ice and concentrated HCl (50 mL). The product was collected as a solid and washed thoroughly with water. The material was air dried to give 9.9 g (9... The reactants are CC1=C(C(=O)OCC)C=CC=N1 (ethyl 2-methylnicotinate), BrN1C(CCC1=O)=O (N-bromosuccinimide), C(C1=CC=CC=C1)(=O)OOC(C1=CC=CC=C1)=O (benzoyl peroxide), C(Cl)(Cl)(Cl)Cl (carbon tetrachloride). Yields the product Cl.C(C)OC(=O)C=1C(=NC=CC1)CBr (2-Bromomethyl-pyridine-3-carboxylic acid ethyl ester hydrochloride). Reaction SMILES: [CH3:1][C:2]1[N:12]=[CH:11][CH:10]=[CH:9][C:3]=1[C:4]([O:6][CH2:7][CH3:8])=[O:5].[Br:13]N1C(=O)CCC1=O.C(OOC(=O)C1C=CC=CC=1)(=O)C1C=CC=CC=1.C(Cl)(Cl)(Cl)[Cl:40]>>[ClH:40].[CH2:7]([O:6][C:4]([C:3]1[C:2]([CH2:1][Br:13])=[N:12][CH:11]=[CH:10][CH:9]=1)=[O:5])[CH3:8] |f:4.5|. Procedure details: A mixture of ethyl 2-methylnicotinate (5.0 g, 30.3 mmol), N-bromosuccinimide (7.5 g, 42.1 mmol) and benzoyl peroxide (0.5 g) in carbon tetrachloride (100 ml) was heated under reflux for 6 hours, then allowed to cool. The resulting mixture was filtered, the filtered solid washed with carbon tetrachloride, and the combined filtrate washed with 4% sodium hydroxide solution, water and 2% hydrochloric acid, then dried over sodium sulphate. The solution was then treated with ethereal hydrochloric acid... The reactants are [Si](C1=CC=CC=C1)(C1=CC=CC=C1)(C(C)(C)C)OCC1=CC=C(C=C1)C#C[Si](C)(C)C (4-[(trimethylsilyl)ethynyl]benzyl tert-butyldiphenylsilyl ether), [Si](C1=CC=CC=C1)(C1=CC=CC=C1)(C(C)(C)C)OCC1=CC=C(C=C1)C#C[Si](C)(C)C (4-[(trimethylsilyl)ethynyl]benzyl tert-butyldiphenylsilyl ether), BrC1=CC=2C(CCC(C2C=C1)(C)C)(C)C (2-bromo-5,5,8,8-tetramethyl-5,6,7,8-tetrahydronaphthalene). Product: CC1(C=2C=CC(=CC2C(CC1)(C)C)/C(=C/C1=CC=C(CO)C=C1)/[Si](C)(C)C)C ((Z)-4-[2-(5,5,8,8-Tetramethyl-5,6,7,8-tetrahydronaphthalen-2-yl)-2-(trimethylsilyl)vinyl]benzyl alcohol). As a reaction SMILES: [Si]([O:18][CH2:19][C:20]1[CH:25]=[CH:24][C:23]([C:26]#[C:27][Si:28]([CH3:31])([CH3:30])[CH3:29])=[CH:22][CH:21]=1)(C(C)(C)C)(C1C=CC=CC=1)C1C=CC=CC=1.Br[C:33]1[CH:42]=[CH:41][C:40]2[C:39]([CH3:44])([CH3:43])[CH2:38][CH2:37][C:36]([CH3:46])([CH3:45])[C:35]=2[CH:34]=1>>[CH3:43][C:39]1([CH3:44])[CH2:38][CH2:37][C:36]([CH3:46])([CH3:45])[C:35]2[CH:34]=[C:33](/[C:27](/[Si:28]([CH3:29])([CH3:30])[CH3:31])=[CH:26]/[C:23]3[CH:22]=[CH:21][C:20]([CH2:19][OH:18])=[CH:25][CH:24]=3)[CH:42]=[CH:41][C:40]1=2. Procedure: Following General Procedure A, 4-[(trimethylsilyl)ethynyl]benzyl tert-butyldiphenylsilyl ether (Compound 2, 0.89 g, 2.0 mmol) and 2-bromo-5,5,8,8-tetramethyl-5,6,7,8-tetrahydronaphthalene (0.60 g, 2.25 mmol) were coupled to give the title compound. 2-bromo-5,5,8,8-tetramethyl-5,6,7,8-tetrahydronaphthalene can be prepared in accordance with the procedure set forth in J. Med. Chem. 37:293041 (1994). The pentamethyl derivative thereof can be prepared in accordance with the same procedure. The reactants are CO, CCOC(C)=O, Cl, [Na+], C1CCOC1, [OH-], COC(=O)CCc1ccc(OCc2ccc(Cn3nc(-c4ccccc4)cc3-c3ccccc3)c(OC(C)C)c2)cc1C. Yields the product Cc1cc(OCc2ccc(Cn3nc(-c4ccccc4)cc3-c3ccccc3)c(OC(C)C)c2)ccc1CCC(=O)O. Reaction SMILES: [CH3:47][OH:48].[CH3:54][CH2:55][O:56][C:57](=[O:58])[CH3:59].[ClH:46].[Na+:45].[O:49]1[CH2:50][CH2:51][CH2:52][CH2:53]1.[OH-:44].[c:1]1(-[c:7]2[n:8][n:9]([CH2:18][c:19]3[c:20]([O:40][CH:41]([CH3:42])[CH3:43])[cH:21][c:22]([CH2:23][O:24][c:25]4[cH:26][c:27]([CH3:37])[c:28]([CH2:31][CH2:32][C:33](=[O:34])[O:35][CH3:36])[cH:29][cH:30]4)[cH:38][cH:39]3)[c:10](-[c:12]3[cH:13][cH:14][cH:15][cH:16][cH:17]3)[cH:11]2)[cH:2][cH:3][cH:4][cH:5][cH:6]1>>[c:1]1(-[c:7]2[n:8][n:9]([CH2:18][c:19]3[c:20]([O:40][CH:41]([CH3:42])[CH3:43])[cH:21][c:22]([CH2:23][O:24][c:25]4[cH:26][c:27]([CH3:37])[c:28]([CH2:31][CH2:32][C:33](=[O:34])[OH:35])[cH:29][cH:30]4)[cH:38][cH:39]3)[c:10](-[c:12]3[cH:13][cH:14][cH:15][cH:16][cH:17]3)[cH:11]2)[cH:2][cH:3][cH:4][cH:5][cH:6]1.